This data is from the Open Reaction Database (ORD), a public repository of structured organic reaction records. The task is: describe an organic reaction: reactants, conditions, products, and yield Reactants: ( 5 ), NC(CNC1=CC=C(C=C1)C=1CCC(NN1)=O)(C)C (6-[4-(2-amino-2-methylpropylamino)-phenyl]-4,5-dihydro-3(2H)-pyridazinone), ( 3 ), ClC=1C=CC(=C(OCC2CO2)C1)C#N (1-(5-chloro-2-cyanophenoxy)-2,3-epoxypropane). Run in C(C)(C)O (isopropyl alcohol). Reaction conditions: time 20 hour. The product is ClC=1C=CC(=C(OCC(CNC(CNC2=CC=C(C=C2)C=2CCC(NN2)=O)(C)C)O)C1)C#N (6-[4-[2-[3-(5-chloro-2-cyano-phenoxy)-2-hydroxypropylamino]-2-methylpropylamino]-pheyl]-4,5-dihydro-3(2H)-pyridazinone). Yield: 87.4%. RXN SMILES: [NH2:1][C:2]([CH3:19])([CH3:18])[CH2:3][NH:4][C:5]1[CH:10]=[CH:9][C:8]([C:11]2[CH2:12][CH2:13][C:14](=[O:17])[NH:15][N:16]=2)=[CH:7][CH:6]=1.[Cl:20][C:21]1[CH:22]=[CH:23][C:24]([C:32]#[N:33])=[C:25]([CH:31]=1)[O:26][CH2:27][CH:28]1[O:30][CH2:29]1>C(O)(C)C>[Cl:20][C:21]1[CH:22]=[CH:23][C:24]([C:32]#[N:33])=[C:25]([CH:31]=1)[O:26][CH2:27][CH:28]([OH:30])[CH2:29][NH:1][C:2]([CH3:19])([CH3:18])[CH2:3][NH:4][C:5]1[CH:6]=[CH:7][C:8]([C:11]2[CH2:12][CH2:13][C:14](=[O:17])[NH:15][N:16]=2)=[CH:9][CH:10]=1. Procedure: 5.2 g of 6-[4-(2-amino-2-methylpropylamino)-phenyl]-4,5-dihydro-3(2H)-pyridazinone obtained in Example 1, (3) and 4.4 g of 1-(5-chloro-2-cyanophenoxy)-2,3-epoxypropane were dissolved in 30 ml of isopropyl alcohol, and the solution was heated with stirring for 20 hours. The solution was then worked up as in Example 1, (5) to give 8.2 g of 6-[4-[2-[3-(5-chloro-2-cyano-phenoxy)-2-hydroxypropylamino]-2-methylpropylamino]-pheyl]-4,5-dihydro-3(2H)-pyridazinone. The reactants are ClC1=C(C=O)C=CC(=C1)F (2-chloro-4-fluorobenzaldehyde), [N+](=O)([O-])[O-].[K+] (potassium nitrate), ice water. The solvent is S(O)(O)(=O)=O (sulphuric acid). Reaction conditions: temperature 0 celsius. Product: ClC1=C(C=O)C=C(C(=C1)F)[N+](=O)[O-] (2-Chloro-4-fluoro-5-nitrobenzaldehyde). The yield is 89.7%. RXN SMILES: [Cl:1][C:2]1[CH:9]=[C:8]([F:10])[CH:7]=[CH:6][C:3]=1[CH:4]=[O:5].[N+:11]([O-])([O-:13])=[O:12].[K+]>S(=O)(=O)(O)O>[Cl:1][C:2]1[CH:9]=[C:8]([F:10])[C:7]([N+:11]([O-:13])=[O:12])=[CH:6][C:3]=1[CH:4]=[O:5] |f:1.2|. Reported procedure: A stirred solution of 2-chloro-4-fluorobenzaldehyde (1.0 g, 6.3 mmol) in conc. sulphuric acid (8 ml) at 0° C. under argon was treated portionwise with potassium nitrate (0.70 g, 6.9 mmol) and maintained at 0° C. for 30 minutes, before warming to room temperature over 1.5 hrs. The reaction mixture was added to well stirred ice/water (100 ml) and then extracted with ethyl acetate. The extract was dried and concentrated to leave the title compound as a pale yellow oil (1.15 g, 90%). Reactants: O(C1=CC=CC=C1)CCNC1=C(C=NC2=CC=CC=C12)N (N4-(2-Phenoxyethyl)quinoline-3,4-diamine), COC(CCCC)(OC)OC (trimethylorthovalerate). Solvent: xylenes. The product is C(CCC)C=1N(C2=C(C=NC=3C=CC=CC23)N1)CCOC1=CC=CC=C1 (2-butyl-1-(2-phenoxyethyl)-1H-imidazo[4,5-c]quinoline). Isolated yield 96.5%. Reaction SMILES: [O:1]([CH2:8][CH2:9][NH:10][C:11]1[C:20]2[C:15](=[CH:16][CH:17]=[CH:18][CH:19]=2)[N:14]=[CH:13][C:12]=1[NH2:21])[C:2]1[CH:7]=[CH:6][CH:5]=[CH:4][CH:3]=1.CO[C:24](OC)(OC)[CH2:25][CH2:26][CH2:27][CH3:28]>>[CH2:25]([C:24]1[N:10]([CH2:9][CH2:8][O:1][C:2]2[CH:7]=[CH:6][CH:5]=[CH:4][CH:3]=2)[C:11]2[C:20]3[CH:19]=[CH:18][CH:17]=[CH:16][C:15]=3[N:14]=[CH:13][C:12]=2[N:21]=1)[CH2:26][CH2:27][CH3:28]. Procedure: N4-(2-Phenoxyethyl)quinoline-3,4-diamine (2.0 g, 7.2 mmol), xylenes (150 ml), and trimethylorthovalerate (2.5 ml, 14.3 mmol) were combined under an atmosphere of nitrogen and heated at reflux temperature for 4 days. The external heat was increased and approximately 35 ml of xylenes was removed by distillation. The reaction was slowly cooled to room temperature and a precipitate formed. The solid was recovered by vacuum filtration to yield 2.4 g of 2-butyl-1-(2-phenoxyethyl)-1H-imidazo[4,5-c]quin... The reactants are CC1=NOC(=C1C1=CC=C2C=3N(C(COC31)C=3C(=NC=CC3)C(=O)O)C(N2)=O)C (3-[7-(3,5-dimethylisoxazol-4-yl)-2-oxo-1,2,4,5-tetrahydroimidazo[1,5,4-de][1,4]benzoxazin-4-yl]pyridine-2-carboxylic acid), CO (methanol). The reagents and catalysts are S(O)(O)(=O)=O (sulfuric acid). Reaction conditions: temperature 80 celsius, time 1 hour. The product is CC1=NOC(=C1C1=CC=C2C=3N(C(COC31)C=3C(=NC=CC3)C(=O)OC)C(N2)=O)C (Methyl 3-[7-(3,5-dimethylisoxazol-4-yl)-2-oxo-1,2,4,5-tetrahydroimidazo[1,5,4-de][1,4]benzoxazin-4-yl]pyridine-2-carboxylate). Yield: 99.0%. RXN SMILES: [CH3:1][C:2]1[C:6]([C:7]2[C:16]3[O:15][CH2:14][CH:13]([C:17]4[C:18]([C:23]([OH:25])=[O:24])=[N:19][CH:20]=[CH:21][CH:22]=4)[N:12]4[C:26](=[O:28])[NH:27][C:10]([C:11]=34)=[CH:9][CH:8]=2)=[C:5]([CH3:29])[O:4][N:3]=1.[CH3:30]O>S(=O)(=O)(O)O>[CH3:1][C:2]1[C:6]([C:7]2[C:16]3[O:15][CH2:14][CH:13]([C:17]4[C:18]([C:23]([O:25][CH3:30])=[O:24])=[N:19][CH:20]=[CH:21][CH:22]=4)[N:12]4[C:26](=[O:28])[NH:27][C:10]([C:11]=34)=[CH:9][CH:8]=2)=[C:5]([CH3:29])[O:4][N:3]=1. Reported procedure: A solution of 3-[7-(3,5-dimethylisoxazol-4-yl)-2-oxo-1,2,4,5-tetrahydroimidazo[1,5,4-de][1,4]benzoxazin-4-yl]pyridine-2-carboxylic acid (294 mg, 0.7493 mmol) in methanol (60.0 mL) was treated with one drop of concentrated sulfuric acid and heated in a sealed tube overnight at 80° C. The reaction mixture was then concentrated to a crude residue. This residue was diluted with ethyl acetate (100 mL) and saturated aqueous sodium bicarbonate solution and stirred at room temperature for 1 hour. After ...